The task is: describe an organic reaction: reactants, conditions, products, and yield. This data is from the Open Reaction Database (ORD), a public repository of structured organic reaction records. The reactants are CC(C)(C)c1ccc2oc(=O)[nH]c2c1, O=C([O-])[O-], ClCCCI, [Cs+], [Cs+]. Yields the product CC(C)(C)c1ccc2oc(=O)n(CCCCl)c2c1. RXN SMILES: [C:1]([CH3:2])([CH3:3])([CH3:4])[c:5]1[cH:6][cH:7][c:8]2[c:9]([nH:10][c:11](=[O:13])[o:12]2)[cH:14]1.[C:20](=[O:21])([O-:22])[O-:23].[Cl:15][CH2:16][CH2:17][CH2:18][I:19].[Cs+:24].[Cs+:25]>>[C:1]([CH3:2])([CH3:3])([CH3:4])[c:5]1[cH:6][cH:7][c:8]2[c:9]([n:10]([CH2:18][CH2:17][CH2:16][Cl:15])[c:11](=[O:13])[o:12]2)[cH:14]1. Reactants: C(CC)C1C(NC1OC(C)=O)=O (3-Propyl-4-acetoxy azetidinone), [N+](=O)([O-])C1=CC=C(C=C1)S (p-nitrophenyl thiol). Yields the product C(CC)C1C(NC1SC1=CC=C(C=C1)[N+](=O)[O-])=O (3-propyl-4-p-nitrophenylthioazetidin-2-one). Procedure details: 3-Propyl-4-acetoxy azetidinone, 171 mg, is refluxed with 200 mg p-nitrophenyl thiol in 10 ml benzene for 6 hours. The solution is washed 3x with aqueous Na2CO3, dried with MgSO4, filtered and evaporated. The residue is chromatographed on silica gel, eluting with 10:1 CHCl3 -EtOAc, affording 3-propyl-4-p-nitrophenylthioazetidin-2-one. Run in C1=CC=CC=C1 (benzene). RXN SMILES: [CH2:1]([CH:4]1[CH:7]([O:8]C(=O)C)[NH:6][C:5]1=O)[CH2:2][CH3:3].[N+:13]([C:16]1[CH:21]=[CH:20][C:19]([SH:22])=[CH:18][CH:17]=1)([O-:15])=[O:14]>C1C=CC=CC=1>[CH2:1]([CH:4]1[CH:5]([S:22][C:19]2[CH:20]=[CH:21][C:16]([N+:13]([O-:15])=[O:14])=[CH:17][CH:18]=2)[NH:6][C:7]1=[O:8])[CH2:2][CH3:3]. The reactants are ClC1=C(C(N)=S)C(=CC=C1)F (2-chloro-6-fluorobenzthioamide), COS(=O)(=O)OC (Dimethylsulfate). Run in C1(=CC=CC=C1)C (toluene). The product is ClC1=C(C(=N)SC)C(=CC=C1)F (methyl 2-chloro-6-fluorobenzthioimidate). The yield is 87.0%. As a reaction SMILES: [Cl:1][C:2]1[CH:10]=[CH:9][CH:8]=[C:7]([F:11])[C:3]=1[C:4](=[S:6])[NH2:5].[CH3:12]OS(OC)(=O)=O>C1(C)C=CC=CC=1>[Cl:1][C:2]1[CH:10]=[CH:9][CH:8]=[C:7]([F:11])[C:3]=1[C:4]([S:6][CH3:12])=[NH:5]. Procedure details: Into a 25-mL three-necked round bottom flask equipped with a magnetic stirrer was added 2-chloro-6-fluorobenzthioamide (1.89 g, 10.0 mmol) and toluene (10 mL). Dimethylsulfate was added dropwise and the mixture was allowed to stir at reflux using a Dean Stark trap. The solids were removed via filtration and washed with small portions of toluene to give methyl 2-chloro-6-fluorobenzthioimidate as a light yellow solid: 2.7 g (87% yield): 1H NMR (DMSO-d6) δ7.7 (m, 1H), 7.5 (m, 2H), 3.3 (s, 3H), 2.7 ... Reactants: N1(CCOCC1)C(=O)C=1SC(=CN1)N (2-(4-morpholinylcarbonyl)-1,3-thiazol-5-amine), B (borane). Solvent: C1CCOC1 (THF). Reaction conditions: temperature 85 celsius. Product: N1(CCOCC1)CC=1SC(=CN1)N (2-(Morpholin-4-ylmethyl)-1,3-thiazol-5-amine). The yield is 35.2%. RXN SMILES: [N:1]1([C:7]([C:9]2[S:10][C:11]([NH2:14])=[CH:12][N:13]=2)=O)[CH2:6][CH2:5][O:4][CH2:3][CH2:2]1.B>C1COCC1>[N:1]1([CH2:7][C:9]2[S:10][C:11]([NH2:14])=[CH:12][N:13]=2)[CH2:6][CH2:5][O:4][CH2:3][CH2:2]1. Procedure: To a solution of 2-(4-morpholinylcarbonyl)-1,3-thiazol-5-amine (Preparation 26, 1.0 g) in THF (10 mL) under nitrogen at ambient temperature is added borane (1.0 M solution in THF, 9.39 mL). The bright yellow mixture is heated to reflux (85° C.) for 1 h. The mixture is cooled to ambient temperature, quenched with aq. NH4Cl, and extracted with EtOAc (3×75 mL). The organic layer is dried (MgSO4) and the solvent removed. The residue is purified by column chromatography (eluent 2% MeOH/CH2Cl2) to aff...